This data is from the Open Reaction Database (ORD), a public repository of structured organic reaction records. The task is: describe an organic reaction: reactants, conditions, products, and yield Reactants: [BH3-]C#N, CS(=O)(=O)O, CO, O=Cc1ccc(OCc2cccc(F)c2)cc1, NC1CCNC1=O, [Na+]. The product is O=C1NCCC1NCc1ccc(OCc2cccc(F)c2)cc1. As a reaction SMILES: [C:8]([BH3-:9])#[N:10].[CH3:29][S:30](=[O:31])(=[O:32])[OH:33].[CH3:34][OH:35].[F:12][c:13]1[cH:14][c:15]([CH2:16][O:17][c:18]2[cH:19][cH:20][c:21]([CH:22]=[O:23])[cH:24][cH:25]2)[cH:26][cH:27][cH:28]1.[NH2:1][CH:2]1[C:3](=[O:7])[NH:4][CH2:5][CH2:6]1.[Na+:11]>>[NH:1]([CH:2]1[C:3](=[O:7])[NH:4][CH2:5][CH2:6]1)[CH2:22][c:21]1[cH:20][cH:19][c:18]([O:17][CH2:16][c:15]2[cH:14][c:13]([F:12])[cH:28][cH:27][cH:26]2)[cH:25][cH:24]1.